Dataset: the Open Reaction Database (ORD), a public repository of structured organic reaction records. Task: describe an organic reaction: reactants, conditions, products, and yield The reactants are C(C)OCCNCC(C)(N1C=NC(=C1)[N+](=O)[O-])C ((2-Ethoxy-ethyl)-[2-methyl-2-(4-nitro-imidazol-1-yl)-propyl]-amine), FC=1C=C2CCC(CC2=C(C1)F)NC(C(=O)O)C (2-(6,8-Difluoro-1,2,3,4-tetrahydro-naphthalen-2-ylamino)-propionic acid). The product is FC=1C=C2CCC(CC2=C(C1)F)N[C@H](C(=O)NC=1N=CN(C1)C(CNCCOCC)(C)C)C ((S)-2-(6,8-Difluoro-1,2,3,4-tetrahydro-naphthalen-2-ylamino)-N-{1-[2-(2-ethoxy-ethylamino)-1,1-dimethyl-ethyl]-1H-imidazol-4-yl}-propionamide). Reaction SMILES: [CH2:1]([O:3][CH2:4][CH2:5][NH:6][CH2:7][C:8]([CH3:18])([N:10]1[CH:14]=[C:13]([N+:15]([O-])=O)[N:12]=[CH:11]1)[CH3:9])[CH3:2].[F:19][C:20]1[CH:21]=[C:22]2[C:27](=[C:28]([F:30])[CH:29]=1)[CH2:26][CH:25]([NH:31][CH:32]([CH3:36])[C:33](O)=[O:34])[CH2:24][CH2:23]2>>[F:19][C:20]1[CH:21]=[C:22]2[C:27](=[C:28]([F:30])[CH:29]=1)[CH2:26][CH:25]([NH:31][C@@H:32]([CH3:36])[C:33]([NH:15][C:13]1[N:12]=[CH:11][N:10]([C:8]([CH3:18])([CH3:9])[CH2:7][NH:6][CH2:5][CH2:4][O:3][CH2:1][CH3:2])[CH:14]=1)=[O:34])[CH2:24][CH2:23]2. Reported procedure: (2-Ethoxy-ethyl)-[2-methyl-2-(4-nitro-imidazol-1-yl)-propyl]-amine was reduced and then coupled with 2-(6,8-Difluoro-1,2,3,4-tetrahydro-naphthalen-2-ylamino)-propionic acid to afford the title compound: MS 464.6 m/z (M+1). The reactants are CC(CC1=CC2=CC=CC=C2C=C1)(C)[N+](=O)[O-] (2-(2-methyl-2-nitropropyl)naphthalene). The reagents and catalysts are [Ni] (Raney nickel). The solvent is C(C)O (ethanol). Reaction conditions: time 12 hour. The product is CC(CC1=CC2=CC=CC=C2C=C1)(C)N ([2-Methyl-1-(naphthalen-2-yl)propan-2-yl]amine). As a reaction SMILES: [CH3:1][C:2]([N+:15]([O-])=O)([CH3:14])[CH2:3][C:4]1[CH:13]=[CH:12][C:11]2[C:6](=[CH:7][CH:8]=[CH:9][CH:10]=2)[CH:5]=1>[Ni].C(O)C>[CH3:14][C:2]([NH2:15])([CH3:1])[CH2:3][C:4]1[CH:13]=[CH:12][C:11]2[C:6](=[CH:7][CH:8]=[CH:9][CH:10]=2)[CH:5]=1. Procedure: Raney nickel W2 (200 mg) was suspended in ethanol (10 ml), to the suspension was added 2-(2-methyl-2-nitropropyl)naphthalene (134 mg) obtained in Step 5, and hydrogenation was performed at a pressure of 3.5 atom for 12 hr. Reactants: CC#CCO, [Cl-], CCN(c1cc(Cl)ncn1)c1cccc(F)c1F, [H-], [NH4+], [Na+], C1CCOC1. The product is CC#CCOc1cc(N(CC)c2cccc(F)c2F)ncn1. As a reaction SMILES: [CH2:3]([C:4]#[C:5][CH3:6])[OH:7].[Cl-:26].[Cl:8][c:9]1[n:10][cH:11][n:12][c:13]([N:15]([c:16]2[c:17]([F:23])[c:18]([F:22])[cH:19][cH:20][cH:21]2)[CH2:24][CH3:25])[cH:14]1.[H-:1].[NH4+:27].[Na+:2].[O:28]1[CH2:29][CH2:30][CH2:31][CH2:32]1>>[CH2:3]([C:4]#[C:5][CH3:6])[O:7][c:9]1[n:10][cH:11][n:12][c:13]([N:15]([c:16]2[c:17]([F:23])[c:18]([F:22])[cH:19][cH:20][cH:21]2)[CH2:24][CH3:25])[cH:14]1. Starting materials: ClC1=CC(=NC(=C1)C(=O)OC)C(=O)OC (Dimethyl 4-chloro-2,6-pyridine dicarboxylate), [BH4-].[Na+] (NaBH4), CC(=O)C (Acetone). Solvent: CO (MeOH). Reaction conditions: temperature 0 celsius, time 1 hour. The product is ClC1=CC(=NC(=C1)CO)CO (4-chloro-2,6-dihydroxymethyl pyridine). Reaction SMILES: [Cl:1][C:2]1[CH:7]=[C:6]([C:8](OC)=[O:9])[N:5]=[C:4]([C:12](OC)=[O:13])[CH:3]=1.[BH4-].[Na+].CC(C)=O>CO>[Cl:1][C:2]1[CH:7]=[C:6]([CH2:8][OH:9])[N:5]=[C:4]([CH2:12][OH:13])[CH:3]=1 |f:1.2|. Procedure: Dimethyl 4-chloro-2,6-pyridine dicarboxylate, prepared as in Example 4, (85.0 g, 370 mmol) was dissolved in MeOH (2.3 L). The solution was cooled to 0° C. To the cooled solution was added NaBH4 (63.0 g, 167 mmol) in small portions. The reaction mixture stirred at 0° C. for 1 hour, then at room temperature for 2-3 hours. After about 3 hours, the mixture was allowed to reflux overnight. Acetone (425 mL) was added to the reaction mixture. The solution was heated to reflux for 1 hour, then was conce... The reactants are C1=C(C=CC2=CC=CC=C12)CC#N (2-naphthylacetonitrile), COC(C=C)=O (methylacrylate), C(CCC)O (butanol), 3-L, CCOC(=O)C.CCCCCCC (EtOAc Heptane). The reagents and catalysts are [OH-].C(CCC)[N+](CCCC)(CCCC)CCCC (tetrabutylammonium hydroxide). Solvent: CO (methanol). Conditions: temperature 70 celsius, time 2 hour. The product is C(#N)C(CCC(=O)OC)(CCC(=O)OC)C1=CC2=CC=CC=C2C=C1 (dimethyl 4-cyano-4-(naphthalen-2-yl)heptanedioate). As a reaction SMILES: [CH:1]1[C:10]2[C:5](=[CH:6][CH:7]=[CH:8][CH:9]=2)[CH:4]=[CH:3][C:2]=1[CH2:11][C:12]#[N:13].[CH3:14][O:15][C:16](=[O:19])[CH:17]=[CH2:18].[CH2:20](O)CCC.C[CH2:26][O:27][C:28]([CH3:30])=[O:29].CCCCCCC>CO.[OH-].C([N+](CCCC)(CCCC)CCCC)CCC>[C:12]([C:11]([C:2]1[CH:3]=[CH:4][C:5]2[C:10](=[CH:9][CH:8]=[CH:7][CH:6]=2)[CH:1]=1)([CH2:20][CH2:30][C:28]([O:27][CH3:26])=[O:29])[CH2:18][CH2:17][C:16]([O:15][CH3:14])=[O:19])#[N:13] |f:3.4,6.7|. Procedure: A 3-L, three-necked flask equipped with a temperature probe, reflux condenser, addition funnel and overhead stirrer was charged with 2-naphthylacetonitrile (300 g, 1.79 mol), methylacrylate (600 mL, 6.65 mol) and tent-butanol (900 mL). A solution of tetrabutylammonium hydroxide (1 M; 75 mL, 75 mmol) in methanol was added slowly through an addition funnel over a period of 30 min (Note: Highly exothermic). The resulting clear solution was stirred at 70° C. for 2 h and assayed by TLC (3:7 EtOAc/Hep... Reactants: OC(CCCCCC1=CC=C(C=C1)C=CC=1C=C(C=C(C1)O)O)(C)C (5-{2-[4-(6-hydroxy-6-methylheptyl)phenyl]vinyl}benzene-1,3-diol). The reagents and catalysts are [Pd] (palladium/carbon). Product: OC(CCCCCC1=CC=C(C=C1)CCC=1C=C(C=C(C1)O)O)(C)C (5-{2-[4-(6-Hydroxy-6-methylheptyl)phenyl]ethyl}benzene-1,3-diol). Reaction SMILES: [OH:1][C:2]([CH3:25])([CH3:24])[CH2:3][CH2:4][CH2:5][CH2:6][CH2:7][C:8]1[CH:13]=[CH:12][C:11]([CH:14]=[CH:15][C:16]2[CH:17]=[C:18]([OH:23])[CH:19]=[C:20]([OH:22])[CH:21]=2)=[CH:10][CH:9]=1>[Pd]>[OH:1][C:2]([CH3:25])([CH3:24])[CH2:3][CH2:4][CH2:5][CH2:6][CH2:7][C:8]1[CH:9]=[CH:10][C:11]([CH2:14][CH2:15][C:16]2[CH:21]=[C:20]([OH:22])[CH:19]=[C:18]([OH:23])[CH:17]=2)=[CH:12][CH:13]=1. Reported procedure: In a manner similar to Example 9(a), by reacting 1 g (2.9 mmol) of 5-{2-[4-(6-hydroxy-6-methylheptyl)phenyl]vinyl}benzene-1,3-diol with 100 mg of 10% palladium/carbon, whitish crystals (m=728 mg; Y=91%) are obtained. m.p.=128-30° C. Starting materials: FC(C(=O)O)(F)F (trifluoroacetic acid), ClC=1C=C(C=CC1F)NC1=NC=NC2=CC(=C(C=C12)OC1CCCC1)OCCN1CCN(CC1)C(=O)OC(C)(C)C (4-[(3-chloro-4-fluorophenyl)amino]-6-cyclopentyloxy-7-{2-[4-(tert.butyloxycarbonyl)-piperazin-1-yl]-ethoxy}-quinazoline). The solvent is C(Cl)Cl (methylene chloride). Conditions: time 8 hour. Product: ClC=1C=C(C=CC1F)NC1=NC=NC2=CC(=C(C=C12)OC1CCCC1)OCCN1CCNCC1 (4-[(3-chloro-4-fluorophenyl)amino]-6-cyclopentyloxy-7-[2-(piperazin-1-yl)-ethoxy]-quinazoline). Reaction SMILES: FC(F)(F)C(O)=O.[Cl:8][C:9]1[CH:10]=[C:11]([NH:16][C:17]2[C:26]3[C:21](=[CH:22][C:23]([O:33][CH2:34][CH2:35][N:36]4[CH2:41][CH2:40][N:39](C(OC(C)(C)C)=O)[CH2:38][CH2:37]4)=[C:24]([O:27][CH:28]4[CH2:32][CH2:31][CH2:30][CH2:29]4)[CH:25]=3)[N:20]=[CH:19][N:18]=2)[CH:12]=[CH:13][C:14]=1[F:15]>C(Cl)Cl>[Cl:8][C:9]1[CH:10]=[C:11]([NH:16][C:17]2[C:26]3[C:21](=[CH:22][C:23]([O:33][CH2:34][CH2:35][N:36]4[CH2:37][CH2:38][NH:39][CH2:40][CH2:41]4)=[C:24]([O:27][CH:28]4[CH2:29][CH2:30][CH2:31][CH2:32]4)[CH:25]=3)[N:20]=[CH:19][N:18]=2)[CH:12]=[CH:13][C:14]=1[F:15]. Reported procedure: 2.00 ml trifluoroacetic acid are added dropwise to 740 mg of 4-[(3-chloro-4-fluorophenyl)amino]-6-cyclopentyloxy-7-{2-[4-(tert.butyloxycarbonyl)-piperazin-1-yl]-ethoxy}-quinazoline in 10 ml of methylene chloride. The reaction solution is stirred overnight at ambient temperature. For working up the reaction mixture is concentrated by evaporation, combined with 20 ml of water and made alkaline with concentrated aqueous ammonia solution. The aqueous phase is extracted with ethyl acetate. The combin...